This data is from the Open Reaction Database (ORD), a public repository of structured organic reaction records. The task is: describe an organic reaction: reactants, conditions, products, and yield Starting materials: BrCCBr, COC(=O)CC(C)(C)C, C1CCOC1, [Li]CCCC, CCCCCC, CN(C)P(=O)(N(C)C)N(C)C, CC(C)NC(C)C, CC(C)[N-]C(C)C, [Li+], [Na+], [OH-], O. Yields the product CC(C)(C)C1CCOC1=O. Reaction SMILES: [Br:30][CH2:31][CH2:32][Br:33].[C:21]([CH3:22])([CH3:23])([CH3:24])[CH2:25][C:26](=[O:27])[O:28][CH3:29].[CH2:42]1[O:43][CH2:44][CH2:45][CH2:46]1.[CH2:9]([Li:10])[CH2:11][CH2:12][CH3:13].[CH3:36][CH2:37][CH2:38][CH2:39][CH2:40][CH3:41].[CH3:48][N:49]([CH3:50])[P:51]([N:52]([CH3:53])[CH3:54])([N:55]([CH3:56])[CH3:57])=[O:58].[CH:14]([NH:15][CH:16]([CH3:17])[CH3:18])([CH3:19])[CH3:20].[CH:1]([N-:2][CH:3]([CH3:4])[CH3:5])([CH3:6])[CH3:7].[Li+:8].[Na+:35].[OH-:34].[OH2:47]>>[CH2:1]1[CH:25]([C:21]([CH3:22])([CH3:23])[CH3:24])[C:26](=[O:27])[O:28][CH2:29]1. Starting materials: solution, [OH-].[Na+] (NaOH), S1CCC(CC1)=O (4-thianone), IC=1C=C(CN)C=CC1 (3-iodobenzylamine), C=O (paraformaldehyde), C(C)(=O)O (acetic acid). Run in O (H2O), CO (CH3OH). Conditions: time 30 minute. The product is IC=1C=C(CN2CC3CSCC(C2)C3=O)C=CC1 (7-(3'-Iodobenzyl)-3-thia-7-azabicyclo[3.3.1]nonan-9-one). As a reaction SMILES: [I:1][C:2]1[CH:3]=[C:4]([CH:7]=[CH:8][CH:9]=1)[CH2:5][NH2:6].[CH2:10]=O.[C:12]([OH:15])(=O)[CH3:13].[S:16]1[CH2:21]C[C:19](=O)[CH2:18][CH2:17]1.[OH-].[Na+]>O.CO>[I:1][C:2]1[CH:3]=[C:4]([CH:7]=[CH:8][CH:9]=1)[CH2:5][N:6]1[CH2:19][CH:18]2[C:12](=[O:15])[CH:13]([CH2:21][S:16][CH2:17]2)[CH2:10]1 |f:4.5|. Reported procedure: A 100 mL, three-necked, round-bottomed flask was equipped with a magnetic stirrer, a heating mantle, a standard condenser with a N2 inlet, and two glass stoppers. A mixture containing 3-iodobenzylamine (1.19 g, 5.10 mmol), paraformaldehyde (1.22 g, 40.8 mmol), and CH3OH (30 mL) was made acidic with glacial acetic acid (0.46 g, 7.65 mmol). In one portion, 4-thianone (44, 0.59 g, 5.10 mmol) was added and the resulting mixture was heated under N2 at reflux for 21 h. Evaporation of the solvent gave ... Reactants: N1=C(NC2=C1C=CC=C2)SCCN2CCN(CC2)CC(=O)NC=2C(=NC(=CC2SC)C)SC (2-[4-[2-(benzimidazol-2-ylthio)ethyl]piperazin-1-yl]-N-[2,4-bis(methylthio)-6-methyl-3-pyridyl]acetamide), Cl.N1=CC=CC=C1 (pyridine hydrochloride), O (water). Run in C(C)O (ethanol). Run at time 1 hour. Product: O.Cl.N1=C(NC2=C1C=CC=C2)SCCN2CCN(CC2)CC(=O)NC=2C(=NC(=CC2SC)C)SC (2-[4-[2-(benzimidazol-2-ylthio)ethyl]piperazin-1-yl]-N-[2,4-bis(methylthio)-6-methyl-3-pyridyl]acetamide monohydrochloride water). Yield: 176.8%. Reaction SMILES: [N:1]1[C:5]2[CH:6]=[CH:7][CH:8]=[CH:9][C:4]=2[NH:3][C:2]=1[S:10][CH2:11][CH2:12][N:13]1[CH2:18][CH2:17][N:16]([CH2:19][C:20]([NH:22][C:23]2[C:24]([S:32][CH3:33])=[N:25][C:26]([CH3:31])=[CH:27][C:28]=2[S:29][CH3:30])=[O:21])[CH2:15][CH2:14]1.[ClH:34].N1C=CC=CC=1.O>C(O)C>[OH2:21].[ClH:34].[N:1]1[C:5]2[CH:6]=[CH:7][CH:8]=[CH:9][C:4]=2[NH:3][C:2]=1[S:10][CH2:11][CH2:12][N:13]1[CH2:14][CH2:15][N:16]([CH2:19][C:20]([NH:22][C:23]2[C:24]([S:32][CH3:33])=[N:25][C:26]([CH3:31])=[CH:27][C:28]=2[S:29][CH3:30])=[O:21])[CH2:17][CH2:18]1 |f:1.2,5.6.7|. Reported procedure: After heating and dissolving the free base (2.00 kg, 3.98 mol) of 2-[4-[2-(benzimidazol-2-ylthio)ethyl]piperazin-1-yl]-N-[2,4-bis(methylthio)-6-methyl-3-pyridyl]acetamide and pyridine hydrochloride (0.92 kg, 7.96 mol) in ethanol (12 L) at reflux temperature, water (20 L) was added dropwise to the reaction mixture at 75 to 87° C. The reaction mixture was allowed to cool down to room temperature, and was stirred for 1 hour. Precipitated crystals were collected by filtration. The crystals were wash... Reactants: [Li+].CC(C)[N-]C(C)C (LDA), C(=C)C=1C=C2CCC\C(\C2=CC1)=N/O ((E)-6-vinyl-3,4-dihydronaphthalen-1(2H)-one oxime), C(=C)C=1C=C2CCC\C(\C2=CC1)=N/O ((E)-6-vinyl-3,4-dihydronaphthalen-1(2H)-one oxime), C(C(C)C)C1=C(C=C(C(=O)OC)C=C1)C(F)(F)F (methyl 4-isobutyl-3-(trifluoromethyl)benzoate), S(=O)(Cl)Cl (thionyl chloride). Reagents/catalysts: N1=CC=CC=C1 (pyridine). The solvent is C1CCOC1 (THF), C1CCOC1 (THF). Reaction conditions: temperature 0 celsius, time 15 minute. The product is C(C(C)C)C1=C(C=C(C=C1)C1=C2C(=NO1)C1=CC=C(C=C1CC2)C=C)C(F)(F)F (3-(4-isobutyl-3-(trifluoromethyl)phenyl)-7-vinyl-4,5-dihydronaphtho[1,2-c]isoxazole). The yield is 57.5%. Reaction SMILES: [Li+].CC([N-]C(C)C)C.[CH:9]([C:11]1[CH:12]=[C:13]2[C:18](=[CH:19][CH:20]=1)/[C:17](=[N:21]/[OH:22])/[CH2:16][CH2:15][CH2:14]2)=[CH2:10].[CH2:23]([C:27]1[CH:36]=[CH:35][C:30]([C:31](OC)=O)=[CH:29][C:28]=1[C:37]([F:40])([F:39])[F:38])[CH:24]([CH3:26])[CH3:25].S(Cl)(Cl)=O>C1COCC1.N1C=CC=CC=1>[CH2:23]([C:27]1[CH:36]=[CH:35][C:30]([C:31]2[O:22][N:21]=[C:17]3[C:18]4[C:13]([CH2:14][CH2:15][C:16]=23)=[CH:12][C:11]([CH:9]=[CH2:10])=[CH:20][CH:19]=4)=[CH:29][C:28]=1[C:37]([F:38])([F:39])[F:40])[CH:24]([CH3:26])[CH3:25] |f:0.1|. Procedure details: To the LDA solution was added 6-vinyl-3,4-dihydronaphthalen-1(2H)-one oxime (Intermediate 1, 0.25 g, 1.335 mmol) dissolved in 1 mL of THF dropwise over a period of 1 min. at 0° C. After 15 min., methyl 4-isobutyl-3-(trifluoromethyl)benzoate (Preparation 23B, 0.347 g, 1.335 mmol) dissolved in 1 mL of THF was added dropwise over a period of 1 min. at 0° C. and the contents were stirred at 0° C. for 10 min. The reaction mixture was partitioned between 1N hydrochloric acid (5 mL) and ethyl acetate (... Starting materials: O (water), BrN1C(CCC1=O)=O (NBS), AIBN, FC=1C(=CC=C2C=3C=CC(=CC3CCC12)CCC)C1=CC(=C(C(=C1)F)F)F (8-fluoro-2-propyl-7-(3,4,5-trifluorophenyl)-9,10-dihydrophenanthrene). Solvent: C1=CC=CC=C1 (benzene), C1=CC=CC=C1 (benzene). The product is FC=1C(=CC=C2C=3C=CC(=CC3C=CC12)CCC)C1=CC(=C(C(=C1)F)F)F (8-fluoro-2-propyl-7-(3,4,5-trifluorophenyl)phenanthrene). As a reaction SMILES: [F:1][C:2]1[C:3]([C:19]2[CH:24]=[C:23]([F:25])[C:22]([F:26])=[C:21]([F:27])[CH:20]=2)=[CH:4][CH:5]=[C:6]2[C:15]=1[CH2:14][CH2:13][C:12]1[CH:11]=[C:10]([CH2:16][CH2:17][CH3:18])[CH:9]=[CH:8][C:7]2=1.BrN1C(=O)CCC1=O.O>C1C=CC=CC=1>[F:1][C:2]1[C:3]([C:19]2[CH:24]=[C:23]([F:25])[C:22]([F:26])=[C:21]([F:27])[CH:20]=2)=[CH:4][CH:5]=[C:6]2[C:15]=1[CH:14]=[CH:13][C:12]1[CH:11]=[C:10]([CH2:16][CH2:17][CH3:18])[CH:9]=[CH:8][C:7]2=1. Reported procedure: 8-fluoro-2-propyl-7-(3,4,5-trifluorophenyl)-9,10-dihydrophenanthrene produced in Example 1 was dissolved in benzene, NBS (N-bromosuccinimide) and AIBN (2,2-azobis isobutyronitrile) were added, and the temperature was gradually raised to benzene reflux temperature. Stirring was then continued for a further 2 hours, before water was added and the reaction halted, and the organic layer was then separated. The aqueous layer was extracted with toluene and this extract was combined with the organic la... Starting materials: C1(CCCC1)S(=O)(=O)C=1C=C(C=CC1)CCCCOCCCCCCNCC(O)C1=CC=C2C(=N1)COC(O2)C2=CC=CC=C2 (2-[(6-{4-[3-(cyclopentylsulfonyl)phenyl]butoxy}hexyl)amino]-1-(2-phenyl-4H-[1,3]dioxino[5,4-b]pyridin-6-yl)ethanol). Solvent: O (water), C(C)(=O)O (acetic acid). The product is C1(CCCC1)S(=O)(=O)C=1C=C(C=CC1)CCCCOCCCCCCNCC(O)C1=CC=C(C(=N1)CO)O (6-{2-[(6-{4-[3-(Cyclopentylsulfonyl)phenyl]butoxy}hexyl)amino]-1-hydroxyethyl)2-(hydroxymethyl)pyridin-3-ol). As a reaction SMILES: [CH:1]1([S:6]([C:9]2[CH:10]=[C:11]([CH2:15][CH2:16][CH2:17][CH2:18][O:19][CH2:20][CH2:21][CH2:22][CH2:23][CH2:24][CH2:25][NH:26][CH2:27][CH:28]([C:30]3[N:35]=[C:34]4[CH2:36][O:37]C(C5C=CC=CC=5)[O:39][C:33]4=[CH:32][CH:31]=3)[OH:29])[CH:12]=[CH:13][CH:14]=2)(=[O:8])=[O:7])[CH2:5][CH2:4][CH2:3][CH2:2]1>O.C(O)(=O)C>[CH:1]1([S:6]([C:9]2[CH:10]=[C:11]([CH2:15][CH2:16][CH2:17][CH2:18][O:19][CH2:20][CH2:21][CH2:22][CH2:23][CH2:24][CH2:25][NH:26][CH2:27][CH:28]([C:30]3[N:35]=[C:34]([CH2:36][OH:37])[C:33]([OH:39])=[CH:32][CH:31]=3)[OH:29])[CH:12]=[CH:13][CH:14]=2)(=[O:8])=[O:7])[CH2:5][CH2:4][CH2:3][CH2:2]1. Reported procedure: A solution of 2-[(6-{4-[3-(cyclopentylsulfonyl)phenyl]butoxy}hexyl)amino]-1-(2-phenyl-4H-[1,3]dioxino[5,4-b]pyridin-6-yl)ethanol (61 mg) in water (5 ml) and glacial acetic acid (5 ml) was heated under reflux for 0.5 h. The reaction mixture was concentrated in vacuo to afford the title compound. LCMS RT=2.63 min 548(M+H)+